Dataset: the Open Reaction Database (ORD), a public repository of structured organic reaction records. Task: describe an organic reaction: reactants, conditions, products, and yield Reactants: [Al+3], CCOC(C)=O, Cl, [H-], [H-], [H-], [H-], [Li+], C1CCOC1, O, CC(C)C1CCC(C)(OC(=O)C2CCn3c(cc4ccccc43)C2)CC1. Product: OCC1CCn2c(cc3ccccc32)C1. Reaction SMILES: [Al+3:28].[CH3:33][CH2:34][O:35][C:36](=[O:37])[CH3:38].[ClH:39].[H-:27].[H-:30].[H-:31].[H-:32].[Li+:29].[O:40]1[CH2:41][CH2:42][CH2:43][CH2:44]1.[OH2:45].[cH:1]1[c:2]2[cH:3][c:4]3[n:5]([c:6]2[cH:7][cH:8][cH:9]1)[CH2:10][CH2:11][CH:12]([C:14](=[O:15])[O:16][C:17]1([CH3:18])[CH2:19][CH2:20][CH:21]([CH:22]([CH3:23])[CH3:24])[CH2:25][CH2:26]1)[CH2:13]3>>[cH:1]1[c:2]2[cH:3][c:4]3[n:5]([c:6]2[cH:7][cH:8][cH:9]1)[CH2:10][CH2:11][CH:12]([CH2:14][OH:15])[CH2:13]3. Reactants: CC1=C(OCC(=O)O)C(=CC=C1)C (2,6-dimethylphenoxyacetic acid), S(=O)(Cl)Cl (thionyl chloride). Reagents/catalysts: CN(C=O)C (N,N-dimethylformamide). Run in C1(=CC=CC=C1)C (Toluene). Reaction conditions: temperature 65 celsius, time 7 hour. Product: CC1=C(OCC(=O)Cl)C(=CC=C1)C (2,6-dimethylphenoxyacetylchloride), final residue. As a reaction SMILES: [CH3:1][C:2]1[CH:12]=[CH:11][CH:10]=[C:9]([CH3:13])[C:3]=1[O:4][CH2:5][C:6](O)=[O:7].S(Cl)([Cl:16])=O>CN(C)C=O.C1(C)C=CC=CC=1>[CH3:1][C:2]1[CH:12]=[CH:11][CH:10]=[C:9]([CH3:13])[C:3]=1[O:4][CH2:5][C:6]([Cl:16])=[O:7]. Procedure: 2,6-dimethylphenoxyacetylchloride is prepared in a separate vessel as follows: 2,6-dimethylphenoxyacetic acid, 5.4060 grams (29.99 mmol) is charged to a 50 mL round bottom flask equipped with a teflon-coated magnetic stir bar. Toluene, 15 mL is added stirring is initiated and thionyl chloride, 9.0 mL (123.3 mmol) is added followed by one drop of N,N-dimethylformamide at ambient temperature. After seven hours, the reaction mixture is heated to 65° C. for thirty minutes and allowed to cool to ambi... The reactants are C(C)(C)(C)OC(=O)N1C(=NC2=C1C=CC(=C2)Cl)[C@H](CCC(=O)O)NC(C2=CC(=C(C=C2)C(=O)N2CCCC2)C)=O ((1S)—N-[1-(1-tert-butoxycarbonyl-5-chloro-1H-benzimidazol-2-yl)-3-hydroxycarbonylpropyl]-3-methyl-4-(pyrrolidin 1-ylcarbonyl)benzamide), C(C)(C)N(CC)C(C)C (diisopropylethyl amine), N1[C@@H](CO)CCC1 ((R)-prolinol), FC(C(=O)O)(F)F (trifluoroacetic acid), C29H34ClN5O4, ClCl (chlorine). Solvent: C(C)#N (acetonitrile), C(C)(=O)OCC.C(C)O (ethyl acetate ethanol). Product: ClC1=CC2=C(NC(=N2)[C@H](CCC(=O)N2[C@H](CCC2)CO)NC(C2=CC(=C(C=C2)C(=O)N2CCCC2)C)=O)C=C1 (N-{(1S)-1-(5-chloro-1H-benzimidazol-2-yl)-3-[(2R)-2-hydroxymethylpyrrolidin-1-ylcarbonyl]propyl}-3-methyl-4-(pyrrolidin-1-ylcarbonyl)benzamide). Yield: 67.0%. Reaction SMILES: C(OC([N:8]1[C:12]2[CH:13]=[CH:14][C:15]([Cl:17])=[CH:16][C:11]=2[N:10]=[C:9]1[C@@H:18]([NH:24][C:25](=[O:40])[C:26]1[CH:31]=[CH:30][C:29]([C:32]([N:34]2[CH2:38][CH2:37][CH2:36][CH2:35]2)=[O:33])=[C:28]([CH3:39])[CH:27]=1)[CH2:19][CH2:20][C:21]([OH:23])=O)=O)(C)(C)C.C(N(C(C)C)CC)(C)C.[NH:50]1[CH2:56][CH2:55][CH2:54][C@@H:51]1[CH2:52][OH:53].FC(F)(F)C(O)=O.ClCl>C(#N)C.C(OCC)(=O)C.C(O)C>[Cl:17][C:15]1[CH:14]=[CH:13][C:12]2[NH:8][C:9]([C@@H:18]([NH:24][C:25](=[O:40])[C:26]3[CH:31]=[CH:30][C:29]([C:32]([N:34]4[CH2:35][CH2:36][CH2:37][CH2:38]4)=[O:33])=[C:28]([CH3:39])[CH:27]=3)[CH2:19][CH2:20][C:21]([N:50]3[CH2:56][CH2:55][CH2:54][C@@H:51]3[CH2:52][OH:53])=[O:23])=[N:10][C:11]=2[CH:16]=1 |f:6.7|. Reported procedure: Prepared analogously to Example 1g from (1S)—N-[1-(1-tert-butoxycarbonyl-5-chloro-1H-benzimidazol-2-yl)-3-hydroxycarbonylpropyl]-3-methyl-4-(pyrrolidin 1-ylcarbonyl)benzamide, TB TU, diisopropylethyl amine, (R)-prolinol in acetonitrile, and subsequent reaction with trifluoroacetic acid analogously to Example 17. Yield: 67%; Rf value: 0.30 (silica gel; ethyl acetate/ethanol=85:15); C29H34ClN5O4 (552.07); mass spectrum: (M+H)+=552/554 (chlorine isotope). The reactants are CC1=NNC(O1)=O (5-methyl-3H-[1,3,4]oxadiazol-2-one), NC1CCOCC1 (4-aminotetrahydropyran). The solvent is CO (methanol). Conditions: temperature 100 celsius, time 2 hour. Yields the product CC=1N(C(NN1)=O)C1CCOCC1 (5-Methyl-4-(tetrahydropyran-4-yl)-2,4-dihydro[1,2,4]triazol-3-one). Yield: 43.7%. As a reaction SMILES: [CH3:1][C:2]1O[C:5](=[O:7])[NH:4][N:3]=1.[NH2:8][CH:9]1[CH2:14][CH2:13][O:12][CH2:11][CH2:10]1>CO>[CH3:1][C:2]1[N:8]([CH:9]2[CH2:14][CH2:13][O:12][CH2:11][CH2:10]2)[C:5](=[O:7])[NH:4][N:3]=1. Reported procedure: After dissolving 5-methyl-3H-[1,3,4]oxadiazol-2-one (CAS 3069-67-8) (500 mg) in methanol (5 ml), 4-aminotetrahydropyran (1.01 g) was added and the mixture was heated to reflux for 15 hours. The reaction mixture was concentrated under reduced pressure, and then a 1N aqueous solution of sodium hydroxide (5.5 ml) was added to the residue and the mixture Was stirred at 100° C. for 2 hours. After then adding 5N hydrochloric acid (1.1 ml) to the reaction mixture, it was stirred at room temperature for... Starting materials: CCO, O, CC(c1ccccc1)N1CCCC(CN2CCN(C(=O)OCc3ccccc3)CC2)C1. Product: CC(c1ccccc1)N1CCCC(CN2CCNCC2)C1. RXN SMILES: [CH3:33][CH2:34][OH:35].[OH2:1].[c:2]1([CH:8]([CH3:9])[N:10]2[CH2:11][CH:12]([CH2:16][N:17]3[CH2:18][CH2:19][N:20]([C:23]([O:24][CH2:25][c:26]4[cH:27][cH:28][cH:29][cH:30][cH:31]4)=[O:32])[CH2:21][CH2:22]3)[CH2:13][CH2:14][CH2:15]2)[cH:3][cH:4][cH:5][cH:6][cH:7]1>>[c:2]1([CH:8]([CH3:9])[N:10]2[CH2:11][CH:12]([CH2:16][N:17]3[CH2:18][CH2:19][NH:20][CH2:21][CH2:22]3)[CH2:13][CH2:14][CH2:15]2)[cH:3][cH:4][cH:5][cH:6][cH:7]1. Reactants: BrC1=CC=C(C2=NN(N=C21)C2=CC=NC=C2)Br (4,7-dibromo-2-(pyridin-4-yl)-2H-benzo[d][1,2,3]triazole), C1(=CC=C(C=C1)B(O)O)B(O)O (1,4-benzenediboronic acid), C([O-])([O-])=O.[Na+].[Na+] (sodium carbonate), [OH-].[Na+] (NaOH). The reagents and catalysts are C=1C=CC(=CC1)[P](C=2C=CC=CC2)(C=3C=CC=CC3)[Pd]([P](C=4C=CC=CC4)(C=5C=CC=CC5)C=6C=CC=CC6)([P](C=7C=CC=CC7)(C=8C=CC=CC8)C=9C=CC=CC9)[P](C=1C=CC=CC1)(C=1C=CC=CC1)C=1C=CC=CC1 (tetrakis(triphenylphosphine)palladium). The solvent is O (water), C1(=CC=CC=C1)C (toluene), C(CCC)O (n-butanol), O (water). Conditions: temperature 110 celsius. The product is BrC1=CC=C(C=2C1=NN(N2)C2=CC=NC=C2)C2=CC=C(C=C2)C2=CC=C(C1=NN(N=C12)C1=CC=NC=C1)Br (1,4-bis(7-bromo-2-(pyridin-4-yl)-2H-benzo[d][1,2,3]triazol-4-yl)benzene). As a reaction SMILES: Br[C:2]1[C:10]2[C:6](=[N:7][N:8]([C:11]3[CH:16]=[CH:15][N:14]=[CH:13][CH:12]=3)[N:9]=2)[C:5]([Br:17])=[CH:4][CH:3]=1.[C:18]1(B(O)O)[CH:23]=[CH:22][C:21](B(O)O)=[CH:20][CH:19]=1.C(=O)([O-])[O-].[Na+].[Na+].[OH-].[Na+]>O.C1C=CC([P]([Pd]([P](C2C=CC=CC=2)(C2C=CC=CC=2)C2C=CC=CC=2)([P](C2C=CC=CC=2)(C2C=CC=CC=2)C2C=CC=CC=2)[P](C2C=CC=CC=2)(C2C=CC=CC=2)C2C=CC=CC=2)(C2C=CC=CC=2)C2C=CC=CC=2)=CC=1.C1(C)C=CC=CC=1.C(O)CCC>[Br:17][C:5]1[C:6]2=[N:7][N:8]([C:11]3[CH:16]=[CH:15][N:14]=[CH:13][CH:12]=3)[N:9]=[C:10]2[C:2]([C:18]2[CH:23]=[CH:22][C:21]([C:2]3[C:10]4[C:6](=[N:7][N:8]([C:11]5[CH:16]=[CH:15][N:14]=[CH:13][CH:12]=5)[N:9]=4)[C:5]([Br:17])=[CH:4][CH:3]=3)=[CH:20][CH:19]=2)=[CH:3][CH:4]=1 |f:2.3.4,5.6,^1:42,44,63,82|. Reported procedure: A mixture of Intermediate A (90%, 2.40 g, 6.14 mmol), 1,4-benzenediboronic acid (248 mg, 1.5 mmol), sodium carbonate (530 g, 5 mmol) in water (4 mL), tetrakis(triphenylphosphine)palladium (0) (500 mg, 0.43 mmol), n-butanol (20 mL), and toluene (20 mL) was stirred and heated under argon at 110° C. for 68 hours. The reaction mixture was poured into water (300 mL), treated with 5N NaOH (50 mL), stirred for 1 hour, and extracted with dichloromethane (3×200 mL, low solubility in dichloromethane). The... Reactants: CCC(C)(C)Cc1cn(C(c2ccccc2)(c2ccccc2)c2ccccc2)c(CC(NC(C)=O)c2ccc(-c3ccc(F)cn3)cc2)n1, CO, Cl, C1COCCO1. Product: CCC(C)(C)Cc1c[nH]c(CC(NC(C)=O)c2ccc(-c3ccc(F)cn3)cc2)n1. As a reaction SMILES: [CH3:2][C:3]([CH2:4][c:5]1[n:6][c:7]([CH2:29][CH:30]([c:31]2[cH:32][cH:33][c:34](-[c:37]3[n:38][cH:39][c:40]([F:43])[cH:41][cH:42]3)[cH:35][cH:36]2)[NH:44][C:45]([CH3:46])=[O:47])[n:8]([C:10]([c:11]2[cH:12][cH:13][cH:14][cH:15][cH:16]2)([c:17]2[cH:18][cH:19][cH:20][cH:21][cH:22]2)[c:23]2[cH:24][cH:25][cH:26][cH:27][cH:28]2)[cH:9]1)([CH2:48][CH3:49])[CH3:50].[CH3:57][OH:58].[ClH:1].[O:51]1[CH2:52][CH2:53][O:54][CH2:55][CH2:56]1>>[CH3:2][C:3]([CH2:4][c:5]1[n:6][c:7]([CH2:29][CH:30]([c:31]2[cH:32][cH:33][c:34](-[c:37]3[n:38][cH:39][c:40]([F:43])[cH:41][cH:42]3)[cH:35][cH:36]2)[NH:44][C:45]([CH3:46])=[O:47])[nH:8][cH:9]1)([CH2:48][CH3:49])[CH3:50].